Dataset: the Open Reaction Database (ORD), a public repository of structured organic reaction records. Task: describe an organic reaction: reactants, conditions, products, and yield Starting materials: [F-].[K+] (KF), C1COCCOCCOCCOCCOCCO1 (18-Crown-6-ether), Cl (HCl), FC(C(C(=O)OC)C(F)(F)F)(F)F (Methyl 2-(trifluoromethyl)-3,3,3-trifluoropropionate), [N+](=O)([O-])C1=C(C=CC(=C1)[N+](=O)[O-])F (2,4-dinitrofluorobenzene), [F-].[K+] (KF), C1COCCOCCOCCOCCOCCO1 (18-crown-6-ether), FC(C(C(=O)OC)C(F)(F)F)(F)F (methyl 2-(trifluoromethyl)-3,3,3-trifluoropropionate). Solvent: CCOCC (Et2O), S1(=O)(=O)CCCC1 (sulfolane). Product: COC(C(C(F)(F)F)(C(F)(F)F)C1=C(C=C(C=C1)[N+](=O)[O-])[N+](=O)[O-])=O (2-(2,4-Dinitro-phenyl)-3,3,3-trifluoro-2-trifluoromethyl-propionic Acid Methyl Ester). Reaction SMILES: [N+:1]([C:4]1[CH:9]=[C:8]([N+:10]([O-:12])=[O:11])[CH:7]=[CH:6][C:5]=1F)([O-:3])=[O:2].[F-].[K+].C1OCCOCCOCCOCCOCCOC1.[F:34][C:35]([F:46])([F:45])[CH:36]([C:41]([F:44])([F:43])[F:42])[C:37]([O:39][CH3:40])=[O:38].Cl>S1(CCCC1)(=O)=O.CCOCC>[CH3:40][O:39][C:37](=[O:38])[C:36]([C:5]1[CH:6]=[CH:7][C:8]([N+:10]([O-:12])=[O:11])=[CH:9][C:4]=1[N+:1]([O-:3])=[O:2])([C:35]([F:46])([F:34])[F:45])[C:41]([F:43])([F:42])[F:44] |f:1.2|. Reported procedure: A mixture of 7.08 g (38.07 mmol) 2,4-dinitrofluorobenzene, 2.43 g (41.88 mmol) KF, and 0.58 g (2.21 mmol) 18-crown-6-ether in 37 ml sulfolane was added 4.00 g (19.04 mmol) methyl 2-(trifluoromethyl)-3,3,3-trifluoropropionate dropwise over about 7 h via syringe pump. After the addition was complete, another 2.43 g KF, 0.58 g 18-Crown-6-ether were added and then 4.00 g Methyl 2-(trifluoromethyl)-3,3,3-trifluoropropionate were added dropwise over 12 h. The next day, repeated additions using same am... The reactants are C(C)(=O)O.C(=N)N (Formamidine acetate), [O-]CC.[Na+] (sodium ethoxide), O=C1C(CN(CC1)C(=O)OC(C)(C)C)=CN(C)C (tert-Butyl 4-oxo-3-(dimethylaminomethylidene)-1-piperidinecarboxylate). Solvent: C(C)O (ethanol), C(C)O (ethanol). Conditions: time 30 minute. Product: C(C)(C)(C)OC(=O)N1CC2=C(N=CN=C2)CC1 (6-(tert-Butoxycarbonyl)-5,6,7,8-tetrahydropyrido[4,3-d]pyrimidine). RXN SMILES: C(O)(=O)C.[CH:5]([NH2:7])=[NH:6].[O-]CC.[Na+].O=[C:13]1[CH2:18][CH2:17][N:16]([C:19]([O:21][C:22]([CH3:25])([CH3:24])[CH3:23])=[O:20])[CH2:15][C:14]1=[CH:26]N(C)C>C(O)C>[C:22]([O:21][C:19]([N:16]1[CH2:17][CH2:18][C:13]2[N:6]=[CH:5][N:7]=[CH:26][C:14]=2[CH2:15]1)=[O:20])([CH3:25])([CH3:23])[CH3:24] |f:0.1,2.3|. Reported procedure: Formamidine acetate (472 mg, 4.52 mmol) in 15.0 mL of absolute ethanol was treated with sodium ethoxide (21 wt % solution in ethanol; 1.7 mL). After 30 min, a solution of the product from Step A above (1.15 g) in 8 mL of absolute ethanol was added, and the mixture was warmed at reflux for 18 h. The dark solution was cooled to room temperature and concentrated under reduced pressure, and the residue was partitioned between ethyl acetate and water. The organic layer was separated, washed with brin... The reactants are C(CCCCCCCO)O (octane-1,8-diol), Br (hydrobromic acid), O (water), C([O-])(O)=O.[Na+] (sodium bicarbonate). The solvent is C1CCCCC1 (cyclohexane). The product is BrCCCCCCCCO (8-Bromooctan-1-ol). RXN SMILES: [CH2:1](O)[CH2:2][CH2:3][CH2:4][CH2:5][CH2:6][CH2:7][CH2:8][OH:9].[BrH:11].O.C(=O)(O)[O-].[Na+]>C1CCCCC1>[Br:11][CH2:1][CH2:2][CH2:3][CH2:4][CH2:5][CH2:6][CH2:7][CH2:8][OH:9] |f:3.4|. Procedure details: 25 g of octane-1,8-diol was boiled in 250 ml of cyclohexane with 22.6 ml of 47% aqueous hydrobromic acid for six hours in a water separator. The reaction mixture was then poured onto saturated aqueous sodium bicarbonate solution and extracted with ethyl acetate. The organic phase was washed with saturated, aqueous sodium chloride solution, dried on sodium sulfate, filtered and concentrated by evaporation in a vacuum. Column chromatography on silica gel with a mixture that consists of hexane/ethy... The reactants are O1CCC(CC1)C1=CC=C(OC(C(=O)OCC)C)C=C1 (ethyl 2-[p-(4-tetrahydropyranyl)-phenoxy]-propanoate), [OH-].[Na+] (sodium hydroxide). Run in C(C)O (ethanol). Reaction conditions: time 2 hour. Yields the product O1CCC(CC1)C1=CC=C(OC(C(=O)O)C)C=C1 (2-[p-(4-tetrahydropyranyl)-phenoxy]-propanoic acid). The yield is 89.3%. As a reaction SMILES: [O:1]1[CH2:6][CH2:5][CH:4]([C:7]2[CH:20]=[CH:19][C:10]([O:11][CH:12]([CH3:18])[C:13]([O:15]CC)=[O:14])=[CH:9][CH:8]=2)[CH2:3][CH2:2]1.[OH-].[Na+]>C(O)C>[O:1]1[CH2:2][CH2:3][CH:4]([C:7]2[CH:8]=[CH:9][C:10]([O:11][CH:12]([CH3:18])[C:13]([OH:15])=[O:14])=[CH:19][CH:20]=2)[CH2:5][CH2:6]1 |f:1.2|. Procedure details: 7.6 g of ethyl 2-[p-(4-tetrahydropyranyl)-phenoxy]-propanoate were added to a solution of 17 ml of 2N sodium hydroxide and 100 ml of ethanol and the mixture was stirred for 2 hours at room temperature and then was refluxed for 30 minutes. The mixture was evaporated to dryness and the residue was dissolved in 20 ml of N sodium hydroxide. The solution was washed with ether and acidified with 4N hydrochloric acid. The mixture was filtered and the recovered crystals were washed with water and dried.... Reactants: C(C)OC(=O)C=1N=C(C2=CC(=CC=C2C1O)OC=1C=NC=CC1)C#N (1-cyano-4-hydroxy-7-(pyridin-3-yloxy)-isoquinoline-3-carboxylic acid ethyl ester), C(C)(C)(C)OC(C(CN)(C)C)=O (3-amino-2,2-dimethyl-propionic acid tert-butyl ester). Run in CCO (EtOH). The product is C(C)(C)(C)OC(C(CNC(=O)C=1N=C(C2=CC(=CC=C2C1O)OC=1C=NC=CC1)C#N)(C)C)=O (3-{[1-Cyano-4-hydroxy-7-(pyridin-3-yloxy)-isoquinoline-3-carbonyl]amino}-2,2-dimethyl-propionic acid tert-butyl ester). Isolated yield 80.1%. As a reaction SMILES: C(O[C:4]([C:6]1[N:7]=[C:8]([C:24]#[N:25])[C:9]2[C:14]([C:15]=1[OH:16])=[CH:13][CH:12]=[C:11]([O:17][C:18]1[CH:19]=[N:20][CH:21]=[CH:22][CH:23]=1)[CH:10]=2)=[O:5])C.[C:26]([O:30][C:31](=[O:37])[C:32]([CH3:36])([CH3:35])[CH2:33][NH2:34])([CH3:29])([CH3:28])[CH3:27]>CCO>[C:26]([O:30][C:31](=[O:37])[C:32]([CH3:36])([CH3:35])[CH2:33][NH:34][C:4]([C:6]1[N:7]=[C:8]([C:24]#[N:25])[C:9]2[C:14]([C:15]=1[OH:16])=[CH:13][CH:12]=[C:11]([O:17][C:18]1[CH:19]=[N:20][CH:21]=[CH:22][CH:23]=1)[CH:10]=2)=[O:5])([CH3:29])([CH3:27])[CH3:28]. Procedure details: A mixture of 1-cyano-4-hydroxy-7-(pyridin-3-yloxy)-isoquinoline-3-carboxylic acid ethyl ester (19 mg) and 3-amino-2,2-dimethyl-propionic acid tert-butyl ester (25 mg) in EtOH (0.3 mL) was microwaved at 140° C. for 1 h. The mixture was cooled, concentrated and the residue was column purified to give the desired product (21 mg). LC MS ESI+: 463 (M+1)+. Starting materials: O=C([O-])[O-], CN1CCNCC1, CN(C)P(=O)(N(C)C)N(C)C, Cc1nn(C)c(Cl)c1C=O, [K+], [K+], O. Product: Cc1nn(C)c(N2CCN(C)CC2)c1C=O. RXN SMILES: [C:18](=[O:19])([O-:20])[O-:21].[CH3:11][N:12]1[CH2:13][CH2:14][NH:15][CH2:16][CH2:17]1.[CH3:24][N:25]([CH3:26])[P:27]([N:28]([CH3:29])[CH3:30])([N:31]([CH3:32])[CH3:33])=[O:34].[Cl:1][c:2]1[c:3]([CH:9]=[O:10])[c:4]([CH3:8])[n:5][n:6]1[CH3:7].[K+:22].[K+:23].[OH2:35]>>[c:2]1([N:15]2[CH2:14][CH2:13][N:12]([CH3:11])[CH2:17][CH2:16]2)[c:3]([CH:9]=[O:10])[c:4]([CH3:8])[n:5][n:6]1[CH3:7]. The reactants are ClC=1C2=C(N=CN1)NC(=C2)C2=CC=C(C=C2)[N+](=O)[O-] (4-chloro-6-(4-nitro-phenyl)-7H-pyrrolo[2,3-d]pyrimidine), ClC1=CC=C2CCNC2=C1 (6-chloro-2,3-dihydroindole). Product: ClC1=CC=C2CCN(C2=C1)C=1C2=C(N=CN1)NC(=C2)C2=CC=C(C=C2)[N+](=O)[O-] (4-(6-Chloro-2,3-dihydroindol-1-yl)-6-(4-nitro-phenyl)-7H-pyrrolo[2,3-d]-pyrimidine). As a reaction SMILES: Cl[C:2]1[C:3]2[CH:10]=[C:9]([C:11]3[CH:16]=[CH:15][C:14]([N+:17]([O-:19])=[O:18])=[CH:13][CH:12]=3)[NH:8][C:4]=2[N:5]=[CH:6][N:7]=1.[Cl:20][C:21]1[CH:29]=[C:28]2[C:24]([CH2:25][CH2:26][NH:27]2)=[CH:23][CH:22]=1>>[Cl:20][C:21]1[CH:29]=[C:28]2[C:24]([CH2:25][CH2:26][N:27]2[C:2]2[C:3]3[CH:10]=[C:9]([C:11]4[CH:16]=[CH:15][C:14]([N+:17]([O-:19])=[O:18])=[CH:13][CH:12]=4)[NH:8][C:4]=3[N:5]=[CH:6][N:7]=2)=[CH:23][CH:22]=1. Reported procedure: This product is prepared in a manner analogous to that described in Example 6 from 4-chloro-6-(4-nitro-phenyl)-7H-pyrrolo[2,3-d]pyrimidine and 6-chloro-2,3-dihydroindole (1.1 equivalents). Reactants: [Al+3], CCOCC, COc1cccc(C(C#N)C2CCCC2)c1, [H-], [H-], [H-], [H-], [Li+]. Product: COc1cccc(C(CN)C2CCCC2)c1. RXN SMILES: [Al+3:2].[CH2:23]([O:24][CH2:25][CH3:26])[CH3:27].[CH:7]1([CH:12]([C:13]#[N:14])[c:15]2[cH:16][c:17]([O:21][CH3:22])[cH:18][cH:19][cH:20]2)[CH2:8][CH2:9][CH2:10][CH2:11]1.[H-:1].[H-:4].[H-:5].[H-:6].[Li+:3]>>[CH:7]1([CH:12]([CH2:13][NH2:14])[c:15]2[cH:16][c:17]([O:21][CH3:22])[cH:18][cH:19][cH:20]2)[CH2:8][CH2:9][CH2:10][CH2:11]1.